From a dataset of the Open Reaction Database (ORD), a public repository of structured organic reaction records. describe an organic reaction: reactants, conditions, products, and yield Reactants: SC1=NC2=C(N1CC(=O)OC(C)(C)C)C=CC=C2 (tert-butyl (2-mercapto-benzoimidazol-1-yl)-acetate), BrCCOC1=CC=CC=C1 (1-(2-bromo-ethoxy)-benzene), C(=O)([O-])[O-].[K+].[K+] (K2CO3). Run in CC(=O)C (acetone). Product: C(C)(C)(C)OC(CN1C(=NC2=C1C=CC=C2)SCCOC2=CC=CC=C2)=O (tert-Butyl[2-(2-phenoxy-ethylsulfanyl)-benzoimidazol-1-yl]-acetate). Reaction SMILES: [SH:1][C:2]1[N:6]([CH2:7][C:8]([O:10][C:11]([CH3:14])([CH3:13])[CH3:12])=[O:9])[C:5]2[CH:15]=[CH:16][CH:17]=[CH:18][C:4]=2[N:3]=1.Br[CH2:20][CH2:21][O:22][C:23]1[CH:28]=[CH:27][CH:26]=[CH:25][CH:24]=1.C([O-])([O-])=O.[K+].[K+]>CC(C)=O>[C:11]([O:10][C:8](=[O:9])[CH2:7][N:6]1[C:5]2[CH:15]=[CH:16][CH:17]=[CH:18][C:4]=2[N:3]=[C:2]1[S:1][CH2:20][CH2:21][O:22][C:23]1[CH:28]=[CH:27][CH:26]=[CH:25][CH:24]=1)([CH3:13])([CH3:14])[CH3:12] |f:2.3.4|. Procedure: A mixture of tert-butyl (2-mercapto-benzoimidazol-1-yl)-acetate (Intermediate 3-I, 53 mg, 0.2 mmol), 1-(2-bromo-ethoxy)-benzene (48.3 mg, 0.22 mmol) and K2CO3 (41.4 mg, 0.3 mmol) in acetone (0.8 ml) is refluxed for 3 h. The suspension is cooled to rt and filtered through a short pad of silica-gel. The volatiles are removed in vacuo and the residue is dried under high vacuum affording the title compound as a colourless oil. This material was used in the next step without further purification: tR=...